Dataset: the Open Reaction Database (ORD), a public repository of structured organic reaction records. Task: describe an organic reaction: reactants, conditions, products, and yield The reactants are CS(=O)(=O)C1=CC=C(C=C1)F (4-fluorophenyl methyl sulfone), CSCCN (2-(methylthio)ethyl amine), C([O-])([O-])=O.[K+].[K+] (potassium carbonate). Solvent: CN(C)C=O (DMF). Conditions: temperature 65 celsius, time 12 hour. The product is CS(=O)(=O)C1=CC=C(C=C1)NCCSC (4-[2-(methylthio)ethylamino]phenyl methyl sulfone). Isolated yield 47.4%. RXN SMILES: [CH3:1][S:2]([C:5]1[CH:10]=[CH:9][C:8](F)=[CH:7][CH:6]=1)(=[O:4])=[O:3].[CH3:12][S:13][CH2:14][CH2:15][NH2:16].C(=O)([O-])[O-].[K+].[K+]>CN(C=O)C>[CH3:1][S:2]([C:5]1[CH:10]=[CH:9][C:8]([NH:16][CH2:15][CH2:14][S:13][CH3:12])=[CH:7][CH:6]=1)(=[O:4])=[O:3] |f:2.3.4|. Reported procedure: To 8.28 g (47.52 mmol) of 4-fluorophenyl methyl sulfone dissloved in 20 mL DMF was added 5.20 g (57.03 mmol) of 2-(methylthio)ethyl amine (1.2 eq.), followed by 13.13 g (95.04 mmol, 2 eq.) potassium carbonate. The mixture was heated to 65° C. and stirred for 12 h. Upon cooling to room temperature, the mixture was partitioned between EtOAc and brine, dried over MgSO4 and concentrated. Column chromatography, eluting with ethyl acetate/hexane, provided 5.53 g of 4-[2-(methylthio)ethylamino]phenyl m...